This data is from the Open Reaction Database (ORD), a public repository of structured organic reaction records. The task is: describe an organic reaction: reactants, conditions, products, and yield Starting materials: OCc1ccc(OCCBr)cc1, CCCCP(CCCC)CCCC, C1CCOC1, OCc1ccc(OCCCl)cc1, Oc1ccc(Cl)c2ccccc12. The product is ClCCOc1ccc(COc2ccc(Cl)c3ccccc23)cc1. RXN SMILES: [Br:1][CH2:2][CH2:3][O:4][c:5]1[cH:6][cH:7][c:8]([CH2:9][OH:10])[cH:11][cH:12]1.[CH2:37]([P:38]([CH2:39][CH2:40][CH2:41][CH3:42])[CH2:43][CH2:44][CH2:45][CH3:46])[CH2:47][CH2:48][CH3:49].[CH2:50]1[O:51][CH2:52][CH2:53][CH2:54]1.[Cl:13][CH2:14][CH2:15][O:16][c:17]1[cH:18][cH:19][c:20]([CH2:23][OH:24])[cH:21][cH:22]1.[Cl:25][c:26]1[cH:27][cH:28][c:29]([OH:36])[c:30]2[cH:31][cH:32][cH:33][cH:34][c:35]12>>[Cl:13][CH2:14][CH2:15][O:16][c:17]1[cH:18][cH:19][c:20]([CH2:23][O:24][c:29]2[cH:28][cH:27][c:26]([Cl:25])[c:35]3[c:30]2[cH:31][cH:32][cH:33][cH:34]3)[cH:21][cH:22]1. As a reaction SMILES: [N+:1]([C:4]1[CH:47]=[CH:46][C:7]([O:8][C:9]2[C:14]([F:15])=[C:13]([F:16])[C:12]([C:17]3[C:22]([F:23])=[C:21]([F:24])[C:20]([O:25][C:26]4[CH:31]=[CH:30][C:29]([C:32]([O:34]CC5C=CC=CC=5)=[O:33])=[CH:28][CH:27]=4)=[C:19]([F:42])[C:18]=3[F:43])=[C:11]([F:44])[C:10]=2[F:45])=[CH:6][C:5]=1[O:48]CC1C=CC=CC=1)([O-])=O.[H][H]>O1CCCC1.C(OCC)(=O)C.[Pd]>[NH2:1][C:4]1[CH:47]=[CH:46][C:7]([O:8][C:9]2[C:10]([F:45])=[C:11]([F:44])[C:12]([C:17]3[C:22]([F:23])=[C:21]([F:24])[C:20]([O:25][C:26]4[CH:27]=[CH:28][C:29]([C:32]([OH:34])=[O:33])=[CH:30][CH:31]=4)=[C:19]([F:42])[C:18]=3[F:43])=[C:13]([F:16])[C:14]=2[F:15])=[CH:6][C:5]=1[OH:48]. The reactants are [N+](=O)([O-])C1=C(C=C(OC2=C(C(=C(C(=C2F)F)C2=C(C(=C(C(=C2F)F)OC2=CC=C(C=C2)C(=O)OCC2=CC=CC=C2)F)F)F)F)C=C1)OCC1=CC=CC=C1 (4-(4-nitro-3-benzyloxyphenoxy)-4′-(4-benzyloxycarbonylphenoxy)octafluorobiphenyl), [H][H] (hydrogen). Run in mixture, O1CCCC1 (tetrahydrofuran), C(C)(=O)OCC (ethyl acetate). The reagents and catalysts are [Pd] (Pd/C). Reported procedure: 49.9 g of the 4-(4-nitro-3-benzyloxyphenoxy)-4′-(4-benzyloxycarbonylphenoxy)octafluorobiphenyl (0.065 mol) prepared as described in Example 2 are dissolved in 400 ml of a mixture of tetrahydrofuran and ethyl acetate (volume ratio 1:1), and 5 g of Pd/C (palladium/carbon) are then added to the solution. The mixture is then hydrogenated using hydrogen at a pressure of 1 bar at room temperature in an autoclave with vigorous stirring; the reaction is terminated after 3 days. The yellow-beige solution... Yields the product NC1=C(C=C(OC2=C(C(=C(C(=C2F)F)C2=C(C(=C(C(=C2F)F)OC2=CC=C(C=C2)C(=O)O)F)F)F)F)C=C1)O (4- (4-amino-3-hydroxyphenoxy)4′-(4-carboxyphenoxy)octafluorobiphenyl). Isolated yield 91.0%. Reaction conditions: time 8 hour. The product is FC=1C=C2C=C(N(C2=CC1)CCC=1C=NC=CC1)C(=O)OCC (Ethyl 5-fluoro-1-[(pyrid-3-yl)ethyl]-1H-indole-2-carboxylate). Reaction SMILES: N(C(N1CCCCC1)=O)=NC(N1CCCCC1)=O.[F:19][C:20]1[CH:21]=[C:22]2[C:26](=[CH:27][CH:28]=1)[NH:25][C:24]([C:29]([O:31][CH2:32][CH3:33])=[O:30])=[CH:23]2.[N:34]1[CH:39]=[CH:38][CH:37]=[C:36]([CH2:40][CH2:41]O)[CH:35]=1.C(P(CCCC)CCCC)CCC>O1CCCC1>[F:19][C:20]1[CH:21]=[C:22]2[C:26](=[CH:27][CH:28]=1)[N:25]([CH2:41][CH2:40][C:36]1[CH:35]=[N:34][CH:39]=[CH:38][CH:37]=1)[C:24]([C:29]([O:31][CH2:32][CH3:33])=[O:30])=[CH:23]2. Run in O1CCCC1 (tetrahydrofuran), O1CCCC1 (tetrahydrofuran). The reactants are N(=NC(=O)N1CCCCC1)C(=O)N1CCCCC1 (1,1′-(azodicarbonyl)dipiperidine), FC=1C=C2C=C(NC2=CC1)C(=O)OCC (ethyl 5-fluoro-1H-indole-2-carboxylate), N1=CC(=CC=C1)CCO (2-(pyrid-3-yl)ethanol), C(CCC)P(CCCC)CCCC (tributylphosphine). Yield: 41.3%. Procedure: A solution of 0.365 g (1.44 mmol) of 1,1′-(azodicarbonyl)dipiperidine in 10 ml of tetrahydrofuran is added dropwise to a solution of 0.2 g (0.97 mmol) of ethyl 5-fluoro-1H-indole-2-carboxylate, 0.178 g (1.45 mmol) of 2-(pyrid-3-yl)ethanol and 0.36 ml (1.44 mmol) of tributylphosphine in 30 ml of tetrahydrofuran. The reaction mixture is stirred overnight at room temperature and then concentrated under reduced pressure and taken up in 50 ml of cyclohexane. The suspension is then filtered and the fi... Reaction conditions: time 8 hour. Starting materials: [BH4-].[Na+] (NaBH4), C(C)(C)(C)OC(=O)NC1=CN=C(S1)C(=O)OCC (Ethyl 5-(tert-butoxycarbonyl amino)thiazole-2-carboxylate), C(C)(C)(C)OC(=O)NC1=CN=C(S1)C(=O)OCC (Ethyl 5-(tert-butoxycarbonyl amino)thiazole-2-carboxylate). The solvent is CO (MeOH). Run at time 16 hour. Product: OCC=1SC(=CN1)NC(OC(C)(C)C)=O (Tert-butyl (2-(hydroxymethyl)thiazol-5-yl)carbamate). The yield is 86.3%. Reaction SMILES: [BH4-].[Na+].[C:3]([O:7][C:8]([NH:10][C:11]1[S:15][C:14]([C:16](OCC)=[O:17])=[N:13][CH:12]=1)=[O:9])([CH3:6])([CH3:5])[CH3:4]>CO>[OH:17][CH2:16][C:14]1[S:15][C:11]([NH:10][C:8](=[O:9])[O:7][C:3]([CH3:5])([CH3:4])[CH3:6])=[CH:12][N:13]=1 |f:0.1|. Procedure details: NaBH4 (1.1 g, 29.2 mmol) was added portion wise to a solution of Ethyl 5-(tert-butoxycarbonyl amino)thiazole-2-carboxylate (Intermediate Z, 4 g, 14.6 mmol) in MeOH (40 mL) at 0° C. over a period of 30 mins and stirred at RT for 16 h. After completion, solvent was evaporated, the solid residue was dissolved in ice water (50 mL) and extracted with EtOAc (2×50 mL) The combined extracts were washed with water (50 mL), brine (50 mL), dried over anhydrous Na2SO4, filtered and evaporated. The crude was... The reactants are N, [B-](C(C(C)C)C)(C(C(C)C)C)C(C(C)C)C.[K+], C1CN(C[C@@H](C1=O)O)S(=O)(=O)C. Reaction conditions: temperature 25 celsius, time 18 hour. RXN SMILES: [CH3:1][S:2]([N:5]1[CH2:11][C@H:9]([OH:10])[C:8](=O)[CH2:7][CH2:6]1)(=[O:4])=[O:3].[NH3:12].[K+].CC(C([BH-](C(C(C)C)C)C(C(C)C)C)C)C>>[CH3:1][S:2]([N:5]1[CH2:11][C@H:9]([OH:10])[C@H:8]([NH2:12])[CH2:7][CH2:6]1)(=[O:4])=[O:3]. The product is CS(=O)(=O)N1CC[C@@H](N)[C@@H](O)C1. Reagents/catalysts: c1ccc(cc1)-c2c3ccccc3cc4ccccc24 (9-Phenylanthracene), CC(C)[O-].CC(C)[O-].CC(C)[O-].CC(C)[O-].[Ti+4] (Ti(OiPr)4).